Task: describe an organic reaction: reactants, conditions, products, and yield. Dataset: the Open Reaction Database (ORD), a public repository of structured organic reaction records Reactants: NC(=CC#N)CC (3-amino-2-pentenenitrile), C(CC)(=O)CC(=O)OC (methyl propionylacetate), [OH-].[Na+] (sodium hydroxide). Run in CO (methanol). Product: NC1=C(C(=NC(=C1)CC)CC)C(=O)O (4-amino-2,6-diethylpyridine-3-carboxylic acid). RXN SMILES: [NH2:1][C:2]([CH2:6][CH3:7])=[CH:3][C:4]#[N:5].[C:8]([CH2:12][C:13]([O:15]C)=O)(=O)[CH2:9][CH3:10].[OH-:17].[Na+]>CO>[NH2:5][C:4]1[CH:3]=[C:2]([CH2:6][CH3:7])[N:1]=[C:8]([CH2:9][CH3:10])[C:12]=1[C:13]([OH:15])=[O:17] |f:2.3|. Procedure details: Methyl 4-amino-2,6-diethylpyridine-3-carboxylate (3.94 g), itself obtained using an analogous procedure to that described in Tet. Lett., 1990, 3485 but starting from 3-amino-2-pentenenitrile (obtained as described in J. Het. Chem., 1989, 26, 1575) and methyl propionylacetate, is added to a mixture of 2M sodium hydroxide solution (9.5 ml) and methanol (40 ml) and the mixture is heated at reflux for 16 hours. The solution is cooled to ambient temperature and volatile material is removed by evapora...